This data is from the Open Reaction Database (ORD), a public repository of structured organic reaction records. The task is: describe an organic reaction: reactants, conditions, products, and yield The reactants are CC(=O)O, FC(F)(F)c1nnc2cnccn12, OO. Product: [O-][n+]1ccn2c(C(F)(F)F)nnc2c1. As a reaction SMILES: [CH3:16][C:17](=[O:18])[OH:19].[F:1][C:2]([c:3]1[n:4][n:5][c:6]2[n:7]1[cH:8][cH:9][n:10][cH:11]2)([F:12])[F:13].[OH:14][OH:15]>>[F:1][C:2]([c:3]1[n:4][n:5][c:6]2[n:7]1[cH:8][cH:9][n+:10]([O-:14])[cH:11]2)([F:12])[F:13]. The reactants are Cc1c(-c2ccccc2)n(Cc2ccccc2)c2ccc(Br)cc12, COc1ccc(B(O)O)cc1, ClCCl, [K+], [K+], O=C([O-])[O-], C1COCCO1. The product is COc1ccc(-c2ccc3c(c2)c(C)c(-c2ccccc2)n3Cc2ccccc2)cc1. As a reaction SMILES: [CH2:1]([c:2]1[cH:3][cH:4][cH:5][cH:6][cH:7]1)[n:8]1[c:9](-[c:19]2[cH:20][cH:21][cH:22][cH:23][cH:24]2)[c:10]([CH3:18])[c:11]2[cH:12][c:13]([Br:17])[cH:14][cH:15][c:16]12.[CH3:31][O:32][c:33]1[cH:34][cH:35][c:36]([B:39]([OH:40])[OH:41])[cH:37][cH:38]1.[Cl:42][CH2:43][Cl:44].[K+:25].[K+:26].[O-:27][C:28]([O-:29])=[O:30].[O:45]1[CH2:46][CH2:47][O:48][CH2:49][CH2:50]1>>[CH2:1]([c:2]1[cH:3][cH:4][cH:5][cH:6][cH:7]1)[n:8]1[c:9](-[c:19]2[cH:20][cH:21][cH:22][cH:23][cH:24]2)[c:10]([CH3:18])[c:11]2[cH:12][c:13](-[c:36]3[cH:35][cH:34][c:33]([O:32][CH3:31])[cH:38][cH:37]3)[cH:14][cH:15][c:16]12. The reactants are [N+](=O)([O-])C1=CC=C(C=C1)C=1C(=CNC1)C(=O)OCC (ethyl 4-(4-nitrophenyl)-1H-pyrrole-3-carboxylate), ClS(=O)(=O)N=C=O (chlorosulfonyl isocyanate). Run in ClCCl (dichloromethane), ClCCl (dichloromethane). Conditions: temperature -24 celsius, time 30 minute. The product is C(N)(=O)C1=C(C(=CN1)C(=O)OCC)C1=CC=C(C=C1)[N+](=O)[O-] (ethyl 5-carbamoyl-4-(4-nitrophenyl)-1H-pyrrole-3-carboxylate). Yield: 73.4%. As a reaction SMILES: [N+:1]([C:4]1[CH:9]=[CH:8][C:7]([C:10]2[C:11]([C:15]([O:17][CH2:18][CH3:19])=[O:16])=[CH:12][NH:13][CH:14]=2)=[CH:6][CH:5]=1)([O-:3])=[O:2].ClS([N:24]=[C:25]=[O:26])(=O)=O>ClCCl>[C:25]([C:14]1[NH:13][CH:12]=[C:11]([C:15]([O:17][CH2:18][CH3:19])=[O:16])[C:10]=1[C:7]1[CH:8]=[CH:9][C:4]([N+:1]([O-:3])=[O:2])=[CH:5][CH:6]=1)(=[O:26])[NH2:24]. Procedure details: To 18 g (69.16 mmol) of ethyl 4-(4-nitrophenyl)-1H-pyrrole-3-carboxylate suspended in 300 cm3 of dichloromethane are added, at a temperature in the region of −24° C. under an argon atmosphere, 8.1 cm3 (91.29 mmol) of chlorosulfonyl isocyanate dissolved in 100 cm3 of dichloromethane. After stirring for 30 minutes at a temperature in the region of −24° C., the reaction medium is allowed to warm to a temperature in the region of 20° C. over 2 hours. After initiating the crystallization using a glas... Reactants: OC=1C=C(CO)C=C(C1)O (3,5-dihydroxybenzyl alcohol), BrCC(=O)OCC (ethyl bromoacetate). The product is OC=1C=C(C=C(C1)CO)OCC(=O)OCC (2-[3-Hydroxy-5-[hydroxymethyl]phenyloxy]acetic acid, ethyl ester). As a reaction SMILES: [OH:1][C:2]1[CH:3]=[C:4]([CH:7]=[C:8]([OH:10])[CH:9]=1)[CH2:5][OH:6].Br[CH2:12][C:13]([O:15][CH2:16][CH3:17])=[O:14]>>[OH:1][C:2]1[CH:9]=[C:8]([O:10][CH2:12][C:13]([O:15][CH2:16][CH3:17])=[O:14])[CH:7]=[C:4]([CH2:5][OH:6])[CH:3]=1. Procedure: the subtitle compound was prepared from 3,5-dihydroxybenzyl alcohol (5 g) and ethyl bromoacetate (5.96 g) by the method of example 21 step (ii). Purified by chromatography eluting with 30% ethyl acetate in isohexane. Yield 1.6 g. Reactants: FC(C(=O)O)(F)F (trifluoroacetic acid), O1C(OCC1)CN1C(C=CC2=C(C=CC=C12)OC)=O (1-(1,3-dioxolan-2-ylmethyl)-5-methoxyquinolin-2(1H)-one). Run at time 5 hour. Yields the product COC1=C2C=CC(N(C2=CC=C1)CC=O)=O ((5-methoxy-2-oxoquinolin-1(2H)-yl)acetaldehyde). Reaction SMILES: FC(F)(F)C(O)=O.[O:8]1CCO[CH:9]1[CH2:13][N:14]1[C:23]2[C:18](=[C:19]([O:24][CH3:25])[CH:20]=[CH:21][CH:22]=2)[CH:17]=[CH:16][C:15]1=[O:26]>>[CH3:25][O:24][C:19]1[CH:20]=[CH:21][CH:22]=[C:23]2[C:18]=1[CH:17]=[CH:16][C:15](=[O:26])[N:14]2[CH2:13][CH:9]=[O:8]. Procedure details: To 15 mL of 80% aqueous trifluoroacetic acid solution, 0.44 g of 1-(1,3-dioxolan-2-ylmethyl)-5-methoxyquinolin-2(1H)-one was added, and stirred at room temperature for 5 hours. The solvent was removed under reduced pressure, ethyl acetate and water were added, the organic layer was separated, and sodium chloride was added to the aqueous layer, and extracted twice with ethyl acetate. The organic layer and extracts were combined, washed with aqueous saturated sodium chloride solution, dried over a... The reactants are C(C)OC(=O)[C@H]1[C@H](CCC1)NCCC(C)C (cis-2-(3-methylbutylamino)-cyclopentanecarboxylic acid ethyl ester), CS(=O)(=O)NC1=CC2=C(NC(=NS2(=O)=O)CC(=O)O)C=C1 ((7-methanesulfonylamino-1,1-dioxo-1,4-dihydro-1λ6-benzo[1,2,4]thiadiazin-3-yl)-acetic acid), solution, C1(CCCCC1)N=C=NC1CCCCC1 (N,N′-dicyclohexylcarbodiimide). The solvent is CN(C=O)C (N,N-dimethylformamide), ClCCl (dichloromethane), ClCCl (dichloromethane). Run at temperature 25 celsius, time 12 hour. The product is crude product, C(C)OC(=O)C1CCCC1 (cyclopentanecarboxylic acid ethyl ester). As a reaction SMILES: [CH2:1]([O:3][C:4]([C@@H:6]1[CH2:10][CH2:9][CH2:8][C@@H:7]1NCCC(C)C)=[O:5])[CH3:2].CS(NC1C=CC2NC(CC(O)=O)=NS(=O)(=O)C=2C=1)(=O)=O.C1(N=C=NC2CCCCC2)CCCCC1>CN(C)C=O.ClCCl>[CH2:1]([O:3][C:4]([CH:6]1[CH2:10][CH2:9][CH2:8][CH2:7]1)=[O:5])[CH3:2]. Reported procedure: To a solution of cis-2-(3-methylbutylamino)-cyclopentanecarboxylic acid ethyl ester (53.5 mg, 0.237 mmol) in N,N-dimethylformamide (3.0 mL) was added (7-methanesulfonylamino-1,1-dioxo-1,4-dihydro-1λ6-benzo[1,2,4]thiadiazin-3-yl)-acetic acid (prepared as described in Example 1j, 157.4 mg, 0.472 mmol) and a 1.0 M solution of N,N′-dicyclohexylcarbodiimide in dichloromethane (0.47 mL, 0.47 mmol). After stirring at 25° C. for 12 h, the mixture was diluted with dichloromethane and the precipitated N,N... The reactants are CS(=O)(=O)OCC[C@@H](C1=CC=CC=C1)NC(=O)[C@@H]1SCCN1S(=O)(=O)C1=CC=C(C=C1)C1=CC=CC=C1 ((3S)-3-({[(2S)-3-([1,1′-biphenyl]-4-ylsulfonyl)-1,3-thiazolidin-2-yl]carbonyl}amino)-3-phenylpropyl methanesulfonate), CS(=O)(=O)OCC[C@@H](C1=CC=CC=C1)NC(=O)[C@@H]1SCCN1S(=O)(=O)C1=CC=C(C=C1)C1=CC=CC=C1 ((3S)-3-({[(2S)-3-([1,1′-biphenyl]-4-ylsulfonyl)-1,3-thiazolidin-2-yl]carbonyl}amino)-3-phenylpropyl methanesulfonate), N1CCOCC1 (morpholine). Yields the product C1(=CC=C(C=C1)S(=O)(=O)N1C(SCC1)C(=O)NC(CCN1CCOCC1)C1=CC=CC=C1)C1=CC=CC=C1 (3-([1,1′-biphenyl]-4-ylsulfonyl)-N-[3-(4-morpholinyl)-1-phenylpropyl]-1,3-thiazolidine-2-carboxamide). As a reaction SMILES: CS(O[CH2:6][CH2:7][C@H:8]([NH:15][C:16]([C@H:18]1[N:22]([S:23]([C:26]2[CH:31]=[CH:30][C:29]([C:32]3[CH:37]=[CH:36][CH:35]=[CH:34][CH:33]=3)=[CH:28][CH:27]=2)(=[O:25])=[O:24])[CH2:21][CH2:20][S:19]1)=[O:17])[C:9]1[CH:14]=[CH:13][CH:12]=[CH:11][CH:10]=1)(=O)=O.[NH:38]1[CH2:43][CH2:42][O:41][CH2:40][CH2:39]1>>[C:29]1([C:32]2[CH:33]=[CH:34][CH:35]=[CH:36][CH:37]=2)[CH:30]=[CH:31][C:26]([S:23]([N:22]2[CH2:21][CH2:20][S:19][CH:18]2[C:16]([NH:15][CH:8]([C:9]2[CH:10]=[CH:11][CH:12]=[CH:13][CH:14]=2)[CH2:7][CH2:6][N:38]2[CH2:43][CH2:42][O:41][CH2:40][CH2:39]2)=[O:17])(=[O:25])=[O:24])=[CH:27][CH:28]=1. Procedure details: Following the general method A as outlined in Example 16, starting from 3-({[3-([1,1′-biphenyl]-4-ylsulfonyl)-1,3-thiazolidin-2-yl]carbonyl}amino)-3-phenylpropyl methanesulfonate (Intermediate 9) and morpholine, the title compound was obtained in 99.3% purity by HPLC. Starting materials: C(C)(C)(C)OC(=O)N1CCC2=C(N(N=C2CC1)C1CC1)OS(=O)(=O)C(F)(F)F (2-cyclopropyl-3-trifluoromethanesulfonyloxy-4,5,7,8-tetrahydro-2H-1,2,6-triaza-azulene-6-carboxylic acid tert-butyl ester), S1C=C(C=C1)B(O)O (3-thiopheneboronic acid). Yields the product C1(CC1)N1N=C2CCNCCC2=C1C1=CSC=C1 (2-Cyclopropyl-3-thiophen-3-yl-2,4,5,6,7,8-hexahydro-1,2,6-triaza-azulene). Isolated yield 109.9%. Reaction SMILES: C(OC([N:8]1[CH2:17][CH2:16][C:15]2[C:11](=[C:12](OS(C(F)(F)F)(=O)=O)[N:13]([CH:18]3[CH2:20][CH2:19]3)[N:14]=2)[CH2:10][CH2:9]1)=O)(C)(C)C.[S:29]1[CH:33]=[CH:32][C:31](B(O)O)=[CH:30]1>>[CH:18]1([N:13]2[C:12]([C:31]3[CH:32]=[CH:33][S:29][CH:30]=3)=[C:11]3[C:15]([CH2:16][CH2:17][NH:8][CH2:9][CH2:10]3)=[N:14]2)[CH2:19][CH2:20]1. Reported procedure: The title compound (134 mg) was prepared according to Example 281 using 200 mg of 2-cyclopropyl-3-trifluoromethanesulfonyloxy-4,5,7,8-tetrahydro-2H-1,2,6-triaza-azulene-6-carboxylic acid tert-butyl ester (Example 281, Step C) and 84 mg of 3-thiopheneboronic acid. MS (ESI): exact mass calculated for C14H17N3S, 259.11. found, m/z 260.4 [M+H]+. 1H NMR (500 MHz, CD3OD): 7.64-7.63 (m, 2H), 7.31-7.29 (m, 1H), 4.65 (br s, 1H), 3.70-3.60 (br s, 1H), 3.57-3.52 (m, 1H), 3.40-3.38 (m, 1H), 3.19 (br s, 1H),...